This data is from the Open Reaction Database (ORD), a public repository of structured organic reaction records. The task is: describe an organic reaction: reactants, conditions, products, and yield Isolated yield 95.0%. As a reaction SMILES: [CH2:1]([O:8][NH:9][C:10]1[CH:15]=[CH:14][N:13]=[C:12]([CH2:16][CH3:17])[C:11]=1[Cl:18])[C:2]1[CH:7]=[CH:6][CH:5]=[CH:4][CH:3]=1.S(O[CH:30]1[CH2:35][CH2:34][C:33]2([CH2:40][CH2:39][CH2:38][CH2:37][CH2:36]2)[CH2:32][CH2:31]1)(C1C=CC(C)=CC=1)(=O)=O>>[CH2:1]([O:8][N:9]([C:10]1[CH:15]=[CH:14][N:13]=[C:12]([CH2:16][CH3:17])[C:11]=1[Cl:18])[CH:38]1[CH2:39][CH2:40][C:33]2([CH2:34][CH2:35][CH2:30][CH2:31][CH2:32]2)[CH2:36][CH2:37]1)[C:2]1[CH:3]=[CH:4][CH:5]=[CH:6][CH:7]=1. The reactants are C(C1=CC=CC=C1)ONC1=C(C(=NC=C1)CC)Cl (4-(O-Benzylhydroxylamino)-3-chloro-2-ethylpyridine), S(=O)(=O)(C1=CC=C(C)C=C1)OC1CCC2(CC1)CCCCC2 (3-tosyloxyspiro[5.5]undecane). Product: C(C1=CC=CC=C1)ON(C1CCC2(CC1)CCCCC2)C2=C(C(=NC=C2)CC)Cl (4-[O-Benzyl-N-(spiro[5.5]undecan-3-yl)hydroxylamino]-3-chloro-2-ethylpyridine). Reported procedure: Was prepared analogously to Example 7 from 4-(O-benzylhydroxylamino)-3-chloro-2-ethylpyridine (Example 52) and 3-tosyloxyspiro[5.5]undecane. Yield: 95% Reactants: S(=O)(=O)(C1=CC=C(C)C=C1)N1C=CC=2C1=NC=C(N2)NNC(=O)[C@H]2C[C@H](CC2)NC(OC(C)(C)C)=O (tert-butyl (1S,3R)-3-(2-(5-tosyl-5H-pyrrolo[2,3-b]pyrazin-2-yl)hydrazinecarbonyl)cyclopentylcarbamate), TEA, O=S(Cl)Cl (SOCl2), C(=O)([O-])[O-].[Na+].[Na+] (Na2CO3), O (Water). The solvent is O1CCOCC1 (1,4-dioxane), CCOC(=O)C (EtOAc). Run at temperature 80 celsius, time 1.5 hour. Yields the product C1(=NN=C2N1C1=C(N=C2)NC=C1)[C@H]1C[C@H](CC1)NC(OC(C)(C)C)=O (tert-butyl (1S,3R)-3-(6H-pyrrolo[2,3-e][1,2,4]triazolo[4,3-a]pyrazin-1-yl)cyclopentylcarbamate). Isolated yield 90.9%. As a reaction SMILES: S([N:11]1[C:15]2=[N:16][CH:17]=[C:18]([NH:20][NH:21][C:22]([C@@H:24]3[CH2:28][CH2:27][C@H:26]([NH:29][C:30](=[O:36])[O:31][C:32]([CH3:35])([CH3:34])[CH3:33])[CH2:25]3)=O)[N:19]=[C:14]2[CH:13]=[CH:12]1)(C1C=CC(C)=CC=1)(=O)=O.O=S(Cl)Cl.C([O-])([O-])=O.[Na+].[Na+].O>O1CCOCC1.CCOC(C)=O>[C:22]1([C@@H:24]2[CH2:28][CH2:27][C@H:26]([NH:29][C:30](=[O:36])[O:31][C:32]([CH3:35])([CH3:34])[CH3:33])[CH2:25]2)[N:19]2[C:14]3[CH:13]=[CH:12][NH:11][C:15]=3[N:16]=[CH:17][C:18]2=[N:20][N:21]=1 |f:2.3.4|. Procedure details: To a solution of tert-butyl (1S,3R)-3-(2-(5-tosyl-5H-pyrrolo[2,3-b]pyrazin-2-yl)hydrazinecarbonyl)cyclopentylcarbamate (4.73 g, 9.19 mmol, Preparation #A.1) in 1,4-dioxane (50 mL) was added TEA (5.10 mL, 36.8 mmol) and SOCl2 (1.34 mL, 18.4 mmol). The reaction mixture was heated at about 80° C. After about 1.5 h, saturated aqueous Na2CO3 (100 mL) was added and heating was resumed at about 80° C. for about 6 h. The reaction was cooled to ambient temperature for about 3 days and then heated at abou... Starting materials: C1(=CC=CC=C1)C(C(=O)O)C1=CC=CC=C1 (diphenylacetic acid), S(=O)(Cl)Cl (thionyl chloride), C(C1=CC=CC=C1)[C@H]1NCC[C@@H](C1)N(C(C(F)(F)F)=O)CC1=CC=NC2=CC=CC=C12 ((2R*,4S*)-2-benzyl-N-(4-quinolylmethyl)-N-trifluoroacetyl-4-piperidinamine), N (ammonia). The solvent is C(Cl)Cl.CO (methylene chloride methanol). Product: C(C1=CC=CC=C1)[C@H]1N(CC[C@@H](C1)N(C(C(F)(F)F)=O)CC1=CC=NC2=CC=CC=C12)C(C(C1=CC=CC=C1)C1=CC=CC=C1)=O ((2R*,4S*)-2-Benzyl-1-(diphenylacetyl)-N-(4-quinolylmethyl)-N-trifluoroacetyl-4-piperidinamine). RXN SMILES: [C:1]1([CH:7]([C:11]2[CH:16]=[CH:15][CH:14]=[CH:13][CH:12]=2)[C:8]([OH:10])=O)[CH:6]=[CH:5][CH:4]=[CH:3][CH:2]=1.S(Cl)(Cl)=O.[CH2:21]([C@@H:28]1[CH2:33][C@@H:32]([N:34]([CH2:41][C:42]2[C:51]3[C:46](=[CH:47][CH:48]=[CH:49][CH:50]=3)[N:45]=[CH:44][CH:43]=2)[C:35](=[O:40])[C:36]([F:39])([F:38])[F:37])[CH2:31][CH2:30][NH:29]1)[C:22]1[CH:27]=[CH:26][CH:25]=[CH:24][CH:23]=1.N>C(Cl)Cl.CO>[CH2:21]([C@@H:28]1[CH2:33][C@@H:32]([N:34]([CH2:41][C:42]2[C:51]3[C:46](=[CH:47][CH:48]=[CH:49][CH:50]=3)[N:45]=[CH:44][CH:43]=2)[C:35](=[O:40])[C:36]([F:38])([F:39])[F:37])[CH2:31][CH2:30][N:29]1[C:8](=[O:10])[CH:7]([C:1]1[CH:2]=[CH:3][CH:4]=[CH:5][CH:6]=1)[C:11]1[CH:16]=[CH:15][CH:14]=[CH:13][CH:12]=1)[C:22]1[CH:23]=[CH:24][CH:25]=[CH:26][CH:27]=1 |f:4.5|. Procedure: 248 mg (1.17 mmol) of diphenylacetic acid are reacted in analogy to Example 2j first with 128 μl (1.76 mmol) of thionyl chloride and subsequently with 200 mg (0.468 mmol) of (2R*,4S*)-2-benzyl-N-(4-quinolylmethyl)-N-trifluoroacetyl-4-piperidinamine to give the product. TLC: methylene chloride/methanol/conc. ammonia (700:50:1) Rf =0.45, FD-MS: M+ =621. Yields the product COC1=CC=C(C=C1)C(CC(C(=O)OCC)=O)=O (ethyl 4-(4-methoxyphenyl)-2,4-dioxobutyrate). Conditions: temperature 100 celsius, time 8 hour. RXN SMILES: [H-].[Na+].[CH3:3][O:4][C:5]1[CH:10]=[CH:9][C:8]([C:11](=[O:13])[CH3:12])=[CH:7][CH:6]=1.[C:14](OCC)(=[O:20])[C:15]([O:17][CH2:18][CH3:19])=[O:16].Cl>CN(C=O)C>[CH3:3][O:4][C:5]1[CH:10]=[CH:9][C:8]([C:11](=[O:13])[CH2:12][C:14](=[O:20])[C:15]([O:17][CH2:18][CH3:19])=[O:16])=[CH:7][CH:6]=1 |f:0.1|. Reported procedure: With cooling with ice, 4.00 g (0.10 mol) of 65% oily sodium hydride was added to a DMF solution (200 ml) of 7.51 g (0.05 mol) of 4′-methoxyacetophenone and 8.77 g (0.06 mol) of diethyl oxalate, and stirred overnight at 100° C. in a nitrogen atmosphere. Aqueous 2 N hydrochloric acid solution was added to the reaction liquid, extracted with ethyl acetate, and the organic layer was washed with saturated saline water, dried and then concentrated under reduced pressure. Thus concentrated under reduce... Yield: 100.1%. Reactants: [H-].[Na+] (sodium hydride), Cl (hydrochloric acid), COC1=CC=C(C=C1)C(C)=O (4′-methoxyacetophenone), C(C(=O)OCC)(=O)OCC (diethyl oxalate). The solvent is CN(C)C=O (DMF). The reactants are O (Water), C(C)(=O)OCC (ethyl acetate), [C-]#N.[K+] (Potassium cyanide), BrC1=CC(=C(C=C1)CBr)C(F)(F)F (4-bromo-1-bromomethyl-2-trifluoromethylbenzene), O (water). Solvent: C(C)O (ethanol). Run at temperature 70 celsius, time 15 minute. Product: BrC1=CC(=C(C=C1)CC#N)C(F)(F)F ((4-bromo-2-trifluoromethylphenyl)acetonitrile). The yield is 89.2%. RXN SMILES: [C-:1]#[N:2].[K+].[Br:4][C:5]1[CH:10]=[CH:9][C:8]([CH2:11]Br)=[C:7]([C:13]([F:16])([F:15])[F:14])[CH:6]=1.O.C(OCC)(=O)C>C(O)C>[Br:4][C:5]1[CH:10]=[CH:9][C:8]([CH2:11][C:1]#[N:2])=[C:7]([C:13]([F:16])([F:15])[F:14])[CH:6]=1 |f:0.1|. Reported procedure: Potassium cyanide (630 mg) was added to an emulsion of 4-bromo-1-bromomethyl-2-trifluoromethylbenzene (3.86 g) in ethanol (15 mL)-water (5 mL), and the mixture was stirred at 70° C. for three hours and 15 minutes. Water and ethyl acetate were added to the reaction solution, and the organic layer was separated. The resulting organic layer was washed with brine, dried over anhydrous magnesium sulfate and then concentrated under reduced pressure. The resulting residue was purified by silica gel col...